This data is from the Open Reaction Database (ORD), a public repository of structured organic reaction records. The task is: describe an organic reaction: reactants, conditions, products, and yield Reactants: N1C=NC=C1 (Imidazole), C(C1=CC=CC=C1)OC=1C=C(C(=O)N)C=CC1C (3-benzyloxy-4-methyl-benzamide), O=P(Cl)(Cl)Cl (POCl3). Solvent: C(C)(=O)OCC (ethyl acetate), N1=CC=CC=C1 (pyridine). Run at time 30 minute. Product: C(C1=CC=CC=C1)OC=1C=C(C#N)C=CC1C (3-benzyloxy-4-methyl-benzonitrile). Yield: 88.9%. RXN SMILES: [CH2:1]([O:8][C:9]1[CH:10]=[C:11]([CH:15]=[CH:16][C:17]=1[CH3:18])[C:12]([NH2:14])=O)[C:2]1[CH:7]=[CH:6][CH:5]=[CH:4][CH:3]=1.N1C=CN=C1.O=P(Cl)(Cl)Cl>N1C=CC=CC=1.C(OCC)(=O)C>[CH2:1]([O:8][C:9]1[CH:10]=[C:11]([CH:15]=[CH:16][C:17]=1[CH3:18])[C:12]#[N:14])[C:2]1[CH:3]=[CH:4][CH:5]=[CH:6][CH:7]=1. Procedure: K2CO3 (18.1 g, 131.2 mmol) was added to a stirred solution of 3-hydroxy-4-methyl-benzoic acid (5 g, 33 mmol) in DMF (50 mL) followed by benzyl bromide (11.8 g, 69 mmol) and the resulting mixture was stirred at room temperature overnight. The reaction mixture was filtered, the filterate was diluted with water and extracted with EtOAc. The organic layer was collected, dried over sodium sulfate and concentrated under reduced pressure to afford 11.3 g (crude) of 3-benzyloxy-4-methyl-benzoic acid ben... Yields the product [I-].C(C1=CC=CC=C1)=NN1C(N(CC1)CCC)=C[NH3+] ((1-benzylideneamino-3-propyl-imdazolidine-2-yliden)methyl-ammonium iodide). As a reaction SMILES: [CH:1](=[N:8][N:9]1[CH2:13][CH2:12][N:11]([CH2:14][CH2:15][CH3:16])[C:10]1=NC)[C:2]1[CH:7]=[CH:6][CH:5]=[CH:4][CH:3]=1.C[I:20].[C:21](#[N:23])C>>[I-:20].[CH:1](=[N:8][N:9]1[CH2:13][CH2:12][N:11]([CH2:14][CH2:15][CH3:16])[C:10]1=[CH:21][NH3+:23])[C:2]1[CH:3]=[CH:4][CH:5]=[CH:6][CH:7]=1 |f:3.4|. Starting materials: C(C1=CC=CC=C1)=NN1C(N(CC1)CCC)=NC (1-benzylideneamino-2-methylimino-3-propyl-imidazolidine), CI (methyliodide), C(C)#N (acetonitrile). Reported procedure: A mixture of 0.51 g of 1-benzylideneamino-2-methylimino-3-propyl-imidazolidine in 15 ml of acetonitrile with 0.36 g of methyliodide is refluxed for ca. one hour and the solvent is evaporated off. The residue is treated with acetonitrile and the solvent is evaporated off. (1-benzylideneamino-3-propyl-imdazolidine-2-yliden)methyl-ammonium iodide is obtained in the form of a powder. Run in C(C)(=O)O (acetic acid). Yields the product ClC=1C=C(C#N)C=C(C1)N1C(C(=C(C1=O)O)C(C(C)C)=O)C1=C(C=C(C=C1)Cl)C (3-Chloro-5-[2-(4-chloro-2-methyl-phenyl)-4-hydroxy-3-isobutyryl-5-oxo-2,5-dihydro-pyrrol-1-yl]-benzonitrile). As a reaction SMILES: [NH2:1][C:2]1[CH:3]=[C:4]([CH:7]=[C:8]([Cl:10])[CH:9]=1)[C:5]#[N:6].[Cl:11][C:12]1[CH:19]=[CH:18][C:15]([CH:16]=O)=[C:14]([CH3:20])[CH:13]=1.C([O:23][C:24](=O)[C:25](=[O:32])[CH2:26][C:27](=[O:31])[CH:28]([CH3:30])[CH3:29])C>C(O)(=O)C>[Cl:10][C:8]1[CH:7]=[C:4]([CH:3]=[C:2]([N:1]2[C:24](=[O:23])[C:25]([OH:32])=[C:26]([C:27](=[O:31])[CH:28]([CH3:30])[CH3:29])[CH:16]2[C:15]2[CH:18]=[CH:19][C:12]([Cl:11])=[CH:13][C:14]=2[CH3:20])[CH:9]=1)[C:5]#[N:6]. Procedure details: A mixture of 3-amino-5-chloro-benzonitrile (2.4 g, 15.7 mmol), 4-chloro-2-methyl-benzaldehyde (2.4 g, 15.7 mmol) and 5-methyl-2,4-dioxo-hexanoic acid ethyl ester (2.9 g, 15.7 mmol) in acetic acid (15 mL) was stirred at 120° C. for 16 h. The reaction mixture was allowed to cool to rt, concentrated, diluted with acetonitrile (15 mL), and stirred for 4 h at rt. The resulting precipitate was collected by vacuum filtration and dried to afford 1.8 g of the title compound. tR: 6.50 min (HPLC 2); ESI-MS... Yield: 26.7%. Reaction conditions: temperature 120 celsius, time 16 hour. Reactants: NC=1C=C(C#N)C=C(C1)Cl (3-amino-5-chloro-benzonitrile), ClC1=CC(=C(C=O)C=C1)C (4-chloro-2-methyl-benzaldehyde), C(C)OC(C(CC(C(C)C)=O)=O)=O (5-methyl-2,4-dioxo-hexanoic acid ethyl ester). The reactants are [N+](=O)([O-])C1=CC=C(C=C1)C(=O)C(=O)C1=CC=C(C=C1)[N+](=O)[O-] (4,4′-dinitrobenzil), Ru. Solvent: CCO (EtOH). Conditions: temperature 0 celsius. Product: NC1=CC=C(C=C1)C(=O)C(=O)C1=CC=C(C=C1)N (4,4′-diaminobenzil). Reaction SMILES: [N+:1]([C:4]1[CH:9]=[CH:8][C:7]([C:10]([C:12]([C:14]2[CH:19]=[CH:18][C:17]([N+:20]([O-])=O)=[CH:16][CH:15]=2)=[O:13])=[O:11])=[CH:6][CH:5]=1)([O-])=O>CCO>[NH2:1][C:4]1[CH:5]=[CH:6][C:7]([C:10]([C:12]([C:14]2[CH:15]=[CH:16][C:17]([NH2:20])=[CH:18][CH:19]=2)=[O:13])=[O:11])=[CH:8][CH:9]=1. Procedure details: 3.8 g of 4,4′-dinitrobenzil was reduced under hydrogen with 3.8 g 10% Ru on C in EtOH. The mixture was filtered through Supracel and the filtrate concentrated under vacuum to dryness. The residue was dissolved in 50% denatured ethanol in water, treated with Darco and filtered. The filtrate was cooled to 0° C. and the resulting crystals were collected and washed with 50% denatured ethanol in water. The crystals were then dried under a heat lamp to give the title compound as a yellow powder. The reactants are BrC1=NC(=CC=C1N)C (2-bromo-6-methyl-pyridin-3-ylamine), C(CC#C)N1N=C2C(=N1)C=CC=C2 (2-but-3-ynyl-2H-benzo[d][1,2,3]triazole). As a reaction SMILES: Br[C:2]1[C:7]([NH2:8])=[CH:6][CH:5]=[C:4]([CH3:9])[N:3]=1.[CH2:10]([N:14]1[N:18]=[C:17]2[CH:19]=[CH:20][CH:21]=[CH:22][C:16]2=[N:15]1)[CH2:11][C:12]#[CH:13]>>[N:15]1[N:14]([CH2:10][CH2:11][C:12]#[C:13][C:2]2[C:7]([NH2:8])=[CH:6][CH:5]=[C:4]([CH3:9])[N:3]=2)[N:18]=[C:17]2[CH:19]=[CH:20][CH:21]=[CH:22][C:16]=12. Isolated yield 44.2%. Procedure: The title compound was prepared in accordance with the general method of Example 1, from 2-bromo-6-methyl-pyridin-3-ylamine (80 mg, 0.43 mmol) and 2-but-3-ynyl-2H-benzo[d][1,2,3]triazole (73 mg, 0.43 mmol, Example 109(D)). Reaction time: 3 hours. The crude residue was purified by flash chromatography (DCM/AcOEt 1:1) to yield 53 mg (0.19 mmol, 45%) of 2-(4-(2H-benzo[d][1,2,3]triazol-2-yl)but-1-ynyl)-6-methylpyridin-3-amine as a brown solid. Product: N=1N(N=C2C1C=CC=C2)CCC#CC2=NC(=CC=C2N)C (2-(4-(2H-benzo[d][1,2,3]triazol-2-yl)but-1-ynyl)-6-methylpyridin-3-amine). Reactants: O=C([O-])O, Cc1ncc(CCc2ccccc2)n1O, CO, [Na+], [Na+], [OH-]. Yields the product Cc1ncc(CCc2ccccc2)[nH]1. RXN SMILES: [C:16](=[O:17])([OH:18])[O-:19].[CH3:1][c:2]1[n:3]([OH:15])[c:4]([CH2:7][CH2:8][c:9]2[cH:10][cH:11][cH:12][cH:13][cH:14]2)[cH:5][n:6]1.[CH3:23][OH:24].[Na+:20].[Na+:22].[OH-:21]>>[CH3:1][c:2]1[nH:3][c:4]([CH2:7][CH2:8][c:9]2[cH:10][cH:11][cH:12][cH:13][cH:14]2)[cH:5][n:6]1.